This data is from the Open Reaction Database (ORD), a public repository of structured organic reaction records. The task is: describe an organic reaction: reactants, conditions, products, and yield Starting materials: C(=C)[B-](F)(F)F.[K+] (Potassium vinyltrifluoroborate), C(C)N(C(C)C)C(C)C (ethyldiisopropylamine), BrC1=C(C=C(C=C1)N1C(NCC1=O)=O)C (3-(4-bromo-3-methyl-phenyl)-imidazolidine-2,4-dione), N#N (N2). Reagents/catalysts: C1=CC=C(C=C1)P([C-]2C=CC=C2)C3=CC=CC=C3.C1=CC=C(C=C1)P([C-]2C=CC=C2)C3=CC=CC=C3.Cl[Pd]Cl.[Fe+2].ClCCl ([1,1′-bis(diphenylphosphino)ferrocene]dichloropalladium dichloromethane). The solvent is C(CC)O (n-PrOH). Run at temperature 100 celsius, time 1.5 hour. Product: CC=1C=C(C=CC1C=C)N1C(NCC1=O)=O (3-(3-methyl-4-vinyl-phenyl)-imidazolidine-2,4-dione). As a reaction SMILES: [CH:1]([B-](F)(F)F)=[CH2:2].[K+].C(N(C(C)C)C(C)C)C.Br[C:18]1[CH:23]=[CH:22][C:21]([N:24]2[C:28](=[O:29])[CH2:27][NH:26][C:25]2=[O:30])=[CH:20][C:19]=1[CH3:31].N#N>C(O)CC.C1C=CC(P(C2C=CC=CC=2)[C-]2C=CC=C2)=CC=1.C1C=CC(P(C2C=CC=CC=2)[C-]2C=CC=C2)=CC=1.Cl[Pd]Cl.[Fe+2].ClCCl>[CH3:31][C:19]1[CH:20]=[C:21]([N:24]2[C:28](=[O:29])[CH2:27][NH:26][C:25]2=[O:30])[CH:22]=[CH:23][C:18]=1[CH:1]=[CH2:2] |f:0.1,6.7.8.9.10|. Procedure: Potassium vinyltrifluoroborate (356 mg, 242 μmol), ethyldiisopropylamine (48 μL, 279 μmol) and [1,1′-bis(diphenylphosphino)ferrocene]dichloropalladium dichloromethane adduct (15.1 mg, 18.6 μmol) were added to a solution of 3-(4-bromo-3-methyl-phenyl)-imidazolidine-2,4-dione (50 mg, 186 μmol) in n-PrOH (372 μL) at room temperature in an N2 atmosphere. The mixture was stirred at 100° C. for 1.5 hours, and the reaction solution was then cooled. The reaction solution was concentrated under reduced p... Reactants: OC1CCC(OC1)(C(=O)OCC1=CC=CC=C1)C (benzyl 5-hydroxy-2-methyltetrahydro-2H-pyran-2-carboxylate), C=1C=C[NH+]=CC1.[O-][Cr](=O)(=O)Cl (PCC). The solvent is C(Cl)Cl (DCM). Run at time 17 hour. The product is CC1(OCC(CC1)=O)C(=O)OCC1=CC=CC=C1 (benzyl 2-methyl-5-oxotetrahydro-2H-pyran-2-carboxylate). Yield: 53.8%. Reaction SMILES: [OH:1][CH:2]1[CH2:7][O:6][C:5]([CH3:18])([C:8]([O:10][CH2:11][C:12]2[CH:17]=[CH:16][CH:15]=[CH:14][CH:13]=2)=[O:9])[CH2:4][CH2:3]1.C1C=C[NH+]=CC=1.[O-][Cr](Cl)(=O)=O>C(Cl)Cl>[CH3:18][C:5]1([C:8]([O:10][CH2:11][C:12]2[CH:17]=[CH:16][CH:15]=[CH:14][CH:13]=2)=[O:9])[CH2:4][CH2:3][C:2](=[O:1])[CH2:7][O:6]1 |f:1.2|. Procedure: To a mixture of benzyl 5-hydroxy-2-methyltetrahydro-2H-pyran-2-carboxylate (1.1 g, 3.52 mmol) and molecular sieves (4 Å, 2 g, powdered) in DCM (20 mL) was added PCC (1.137 g, 5.27 mmol) in two portions at 0° C. The reaction mixture was stirred at rt for 17 h. The reaction mixture was directly loaded and purified on a 40 g silica gel cartridge (EtOAc/Hexane: 0 to 40%) to yield benzyl 2-methyl-5-oxotetrahydro-2H-pyran-2-carboxylate (0.47 g). 1H NMR (400 MHz, CDCl3) ppm 7.45-7.31 (m, 5H), 5.25 (s, ...